From a dataset of the Open Reaction Database (ORD), a public repository of structured organic reaction records. describe an organic reaction: reactants, conditions, products, and yield The reactants are COC1=CC=C2C=C(C=C(C2=C1)C#N)C1=CC(=CC=C1)OC (7-Methoxy-3-(3-methoxyphenyl)-1-naphthonitrile), Cl.[NH+]1=CC=CC=C1 (pyridinium hydrochloride), Cl (HCl). Product: OC1=CC=C2C=C(C=C(C2=C1)C#N)C1=CC(=CC=C1)O (7-Hydroxy-3-(3-hydroxyphenyl)-1-naphthonitrile). Yield: 61.8%. RXN SMILES: C[O:2][C:3]1[CH:12]=[C:11]2[C:6]([CH:7]=[C:8]([C:15]3[CH:20]=[CH:19][CH:18]=[C:17]([O:21]C)[CH:16]=3)[CH:9]=[C:10]2[C:13]#[N:14])=[CH:5][CH:4]=1.Cl.[NH+]1C=CC=CC=1.Cl>>[OH:2][C:3]1[CH:12]=[C:11]2[C:6]([CH:7]=[C:8]([C:15]3[CH:20]=[CH:19][CH:18]=[C:17]([OH:21])[CH:16]=3)[CH:9]=[C:10]2[C:13]#[N:14])=[CH:5][CH:4]=1 |f:1.2|. Procedure details: 7-Methoxy-3-(3-methoxyphenyl)-1-naphthonitrile (110 mg, 0.39 mmol, 1 eq) and pyridinium hydrochloride (4.76 mmol, 12.2 eq) are boiled under reflux for 3 h. After cooling the reaction mixture, it is acidified with 1 N HCl, the resulting precipitate is filtered and dissolved in a small amount of ethyl acetate. The organic phase is washed with water, dried over magnesium sulfate, filtered and concentrated in vacuum on a rotary evaporator. The residue formed is the desired product (yield 62%, 63 mg)... The reactants are Brc1ncccn1, O=C([O-])O, ClCCl, COCCOC, [Na+], O, OCC#Cc1ccc(B(O)O)cc1, c1ccc(P(c2ccccc2)(c2ccccc2)[Pd](P(c2ccccc2)(c2ccccc2)c2ccccc2)(P(c2ccccc2)(c2ccccc2)c2ccccc2)P(c2ccccc2)(c2ccccc2)c2ccccc2)cc1. Yields the product OCC#Cc1ccc(-c2ncccn2)cc1. RXN SMILES: [Br:1][c:2]1[n:3][cH:4][cH:5][cH:6][n:7]1.[C:8](=[O:9])([OH:10])[O-:11].[CH2:33]([Cl:34])[Cl:35].[CH3:26][O:27][CH2:28][CH2:29][O:30][CH3:31].[Na+:12].[OH2:32].[OH:13][CH2:14][C:15]#[C:16][c:17]1[cH:18][cH:19][c:20]([B:23]([OH:24])[OH:25])[cH:21][cH:22]1.[cH:36]1[cH:37][cH:38][c:39]([P:40]([Pd:41]([P:42]([c:43]2[cH:44][cH:45][cH:46][cH:47][cH:48]2)([c:49]2[cH:50][cH:51][cH:52][cH:53][cH:54]2)[c:55]2[cH:56][cH:57][cH:58][cH:59][cH:60]2)([P:61]([c:62]2[cH:63][cH:64][cH:65][cH:66][cH:67]2)([c:68]2[cH:69][cH:70][cH:71][cH:72][cH:73]2)[c:74]2[cH:75][cH:76][cH:77][cH:78][cH:79]2)[P:80]([c:81]2[cH:82][cH:83][cH:84][cH:85][cH:86]2)([c:87]2[cH:88][cH:89][cH:90][cH:91][cH:92]2)[c:93]2[cH:94][cH:95][cH:96][cH:97][cH:98]2)([c:99]2[cH:100][cH:101][cH:102][cH:103][cH:104]2)[c:105]2[cH:106][cH:107][cH:108][cH:109][cH:110]2)[cH:111][cH:112]1>>[c:2]1(-[c:20]2[cH:19][cH:18][c:17]([C:16]#[C:15][CH2:14][OH:13])[cH:22][cH:21]2)[n:3][cH:4][cH:5][cH:6][n:7]1. The reactants are O=C([C@@H](CC)NCC1=C2C(=NC=C1)N(C=C2C(=O)OC)C(=O)OC(C)(C)C)N2CCCC2 ((R)-1-tert-butyl 3-methyl 4-((1-oxo-1-(pyrrolidin-1-yl)butan-2-ylamino)methyl)-1H-pyrrolo[2,3-b]pyridine-1,3-dicarboxylate), CO (MeOH), [OH-].[Na+] (NaOH). The solvent is C1CCOC1 (THF). Conditions: temperature 53 celsius, time 16 hour. Product: O=C([C@@H](CC)NCC1=C2C(=NC=C1)NC=C2C(=O)O)N2CCCC2 ((R)-4-((1-oxo-1-(pyrrolidin-1-yl)butan-2-ylamino)methyl)-1H-pyrrolo[2,3-b]pyridine-3-carboxylic acid). The yield is 7.7%. Reaction SMILES: [O:1]=[C:2]([N:28]1[CH2:32][CH2:31][CH2:30][CH2:29]1)[C@H:3]([NH:6][CH2:7][C:8]1[CH:13]=[CH:12][N:11]=[C:10]2[N:14](C(OC(C)(C)C)=O)[CH:15]=[C:16]([C:17]([O:19]C)=[O:18])[C:9]=12)[CH2:4][CH3:5].CO.[OH-].[Na+]>C1COCC1>[O:1]=[C:2]([N:28]1[CH2:29][CH2:30][CH2:31][CH2:32]1)[C@H:3]([NH:6][CH2:7][C:8]1[CH:13]=[CH:12][N:11]=[C:10]2[NH:14][CH:15]=[C:16]([C:17]([OH:19])=[O:18])[C:9]=12)[CH2:4][CH3:5] |f:2.3|. Procedure details: To a 20 mL round bottom flask with a stirrer was added (R)-1-tert-butyl 3-methyl 4-((1-oxo-1-(pyrrolidin-1-yl)butan-2-ylamino)methyl)-1H-pyrrolo[2,3-b]pyridine-1,3-dicarboxylate (150 mg, 0.337 mmol), MeOH (1 mL) and THF (1 mL). Aqueous NaOH (12 N, 1 mL) was added and the reaction mixture was stirred at 53° C. for 16 h. The solvent was removed and the resulting residue was further purified via preparative mass trigger LC-MS (AcCN/H2O, 5-50%). The fractions were collected, concentrated, and dried ...